describe an organic reaction: reactants, conditions, products, and yield From a dataset of the Open Reaction Database (ORD), a public repository of structured organic reaction records. Starting materials: C(C)(C)(C)C1=CC=C(COCC2OC2)C=C1 (2-(4-tert-butyl-benzyloxymethyl)-oxirane), N#CN.[Na] (sodium hydrogen cyanamide). The product is C(C)(C)(C)C1=CC=C(COCC2CN=C(O2)N)C=C1 (5-(4-tert-Butyl-benzyloxymethyl)-4,5-dihydro-oxazol-2-ylamine). As a reaction SMILES: [C:1]([C:5]1[CH:16]=[CH:15][C:8]([CH2:9][O:10][CH2:11][CH:12]2[CH2:14][O:13]2)=[CH:7][CH:6]=1)([CH3:4])([CH3:3])[CH3:2].[N:17]#[C:18][NH2:19].[Na]>>[C:1]([C:5]1[CH:6]=[CH:7][C:8]([CH2:9][O:10][CH2:11][CH:12]2[O:13][C:18]([NH2:19])=[N:17][CH2:14]2)=[CH:15][CH:16]=1)([CH3:2])([CH3:3])[CH3:4] |f:1.2,^1:19|. Procedure: The title compound was prepared from 2-(4-tert-butyl-benzyloxymethyl)-oxirane and sodium hydrogen cyanamide according to the procedures employed for the preparation of the compound in Step 2 of Example 1. Procedure: 0.31 g of sodium hydride (60%) was added to 20 ml of a solution of 2.76 g of 2-(3-bromothiophen-2-yl)-5-(trifluoromethylthio)benzoxazole and 0.6 ml of ethanethiol in NMP at 0° C., and the mixture was stirred at room temperature for 1 hour. Water was poured into the reaction mixture, and the mixture was extracted with ethyl acetate. The organic layer was washed with a 10% aqueous hydrochloric acid solution and a saturated aqueous salt solution and dried over anhydrous sodium sulfate, then concent... The product is C(C)SC1=C(SC=C1)C=1OC2=C(N1)C=C(C=C2)SC(F)(F)F (2-(3-ethylthiothiophen-2-yl)-5-(trifluoromethylthio)benzoxazole). The reactants are [H-].[Na+] (sodium hydride), solution, BrC1=C(SC=C1)C=1OC2=C(N1)C=C(C=C2)SC(F)(F)F (2-(3-bromothiophen-2-yl)-5-(trifluoromethylthio)benzoxazole), C(C)S (ethanethiol), O (Water). Reaction conditions: time 1 hour. Run in CN1CCCC1=O (NMP). As a reaction SMILES: [H-].[Na+].Br[C:4]1[CH:8]=[CH:7][S:6][C:5]=1[C:9]1[O:10][C:11]2[CH:17]=[CH:16][C:15]([S:18][C:19]([F:22])([F:21])[F:20])=[CH:14][C:12]=2[N:13]=1.[CH2:23]([SH:25])[CH3:24].O>CN1C(=O)CCC1>[CH2:23]([S:25][C:4]1[CH:8]=[CH:7][S:6][C:5]=1[C:9]1[O:10][C:11]2[CH:17]=[CH:16][C:15]([S:18][C:19]([F:22])([F:21])[F:20])=[CH:14][C:12]=2[N:13]=1)[CH3:24] |f:0.1|. Reactants: OC=1C=CC2=C(OC(OC2=O)(C)C)C1 (7-hydroxy-2,2-dimethyl-4H-benzo[d][1,3]dioxin-4-one), CC1=CC=C(C=C1)S(=O)(=O)OCCOCCOC (2-(2-methoxyethoxy)ethyl 4-methylbenzenesulfonate), C(=O)([O-])[O-].[K+].[K+] (K2CO3). Run in CC#N (CH3CN), O (H2O). Product: COCCOCCOC=1C=CC2=C(OC(OC2=O)(C)C)C1 (7-(2-(2-methoxyethoxy)ethoxy)-2,2-dimethyl-4H-benzo[d][1,3]dioxin-4-one). The yield is 74.2%. Reaction SMILES: [OH:1][C:2]1[CH:3]=[CH:4][C:5]2[C:10](=[O:11])[O:9][C:8]([CH3:13])([CH3:12])[O:7][C:6]=2[CH:14]=1.CC1C=CC(S(O[CH2:26][CH2:27][O:28][CH2:29][CH2:30][O:31][CH3:32])(=O)=O)=CC=1.C([O-])([O-])=O.[K+].[K+]>CC#N.O>[CH3:32][O:31][CH2:30][CH2:29][O:28][CH2:27][CH2:26][O:1][C:2]1[CH:3]=[CH:4][C:5]2[C:10](=[O:11])[O:9][C:8]([CH3:12])([CH3:13])[O:7][C:6]=2[CH:14]=1 |f:2.3.4|. Procedure: A solution of 7-hydroxy-2,2-dimethyl-4H-benzo[d][1,3]dioxin-4-one, (19.4 g, 100 mmol), 2-(2-methoxyethoxy)ethyl 4-methylbenzenesulfonate (27.4 g, 100 mmol) and K2CO3 (41 g, 300 mmol) in CH3CN (500 mL) was refluxed for 4.5 hours. The mixture was poured in H2O (1000 mL) and extracted twice with CH2Cl2 (500 mL). The combined organic layers were washed with brine (100 mL), dried over MgSO4, filtered and concentrated under reduced pressure. The crude product was purified by flash chromatography (PE/E... Reactants: [C]=O (carbon monoxide), C(=O)=O (carbon dioxide), C1(=CC=CC=C1)P(C1=CC=CC=C1)(C1=CC=CC=C1)=O (triphenylphosphine oxide), C(C(=O)Cl)(=O)Cl (oxalyl chloride). The solvent is ClC1=CC=CC=C1 (monochlorobenzene), ClC1=CC=CC=C1 (monochlorobenzene). The product is [Cl-].[Cl-].C1(=CC=CC=C1)P(C1=CC=CC=C1)C1=CC=CC=C1 (triphenylphosphine dichloride). Yield: 200.0%. As a reaction SMILES: [C:1]1([P:7](=O)([C:14]2[CH:19]=[CH:18][CH:17]=[CH:16][CH:15]=2)[C:8]2[CH:13]=[CH:12][CH:11]=[CH:10][CH:9]=2)[CH:6]=[CH:5][CH:4]=[CH:3][CH:2]=1.C(Cl)(=O)C([Cl:24])=O.[C]=O.C(=O)=O>ClC1C=CC=CC=1>[Cl-:24].[Cl-:24].[C:14]1([P:7]([C:1]2[CH:2]=[CH:3][CH:4]=[CH:5][CH:6]=2)[C:8]2[CH:13]=[CH:12][CH:11]=[CH:10][CH:9]=2)[CH:15]=[CH:16][CH:17]=[CH:18][CH:19]=1 |f:5.6.7,^3:26|. Procedure: In Example 1, 3.36 g (12 millimoles) of triphenylphosphine oxide and 1.54 g (12 millimoles) of oxalyl chloride were dissolved in 50 ml of monochlorobenzene, and the solution was left standing until the evolution of carbon monoxide and carbon dioxide from the solution was completed. A solution of 12 millimoles of triphenylphosphine dichloride in 50 ml of monochlorobenzene was obtained. That is, the conversion of triphenylphosphine oxide to triphenylphosphine dichloride was effected stoichiometric... The reactants are CC(CC(C1=C(OC(=C1)C1=CC=CC=C1)C)NC1=CC=C(C(=O)O)C=C1)C (4-{[3-methyl-1-(2-methyl-5-phenylfuran-3-yl)butyl]amino}benzoic acid), CNCCC(=O)OCC (ethyl 3-(methylamino)propanoate), Cl.C(C)N=C=NCCCN(C)C (1-ethyl-3-(3-dimethylaminopropyl)carbodiimide hydrochloride), O.OC1=CC=CC=2NN=NC21 (hydroxybenzotriazole monohydrate). The solvent is C(C)(=O)OCC (Ethyl acetate), CN(C=O)C (N,N-dimethylformamide), C(C)N(CC)CC (triethylamine). Product: CN(CCC(=O)OCC)C(=O)C1=CC=C(C=C1)NC(CC(C)C)C1=C(OC(=C1)C1=CC=CC=C1)C (ethyl 3-{methyl[(4-{[3-methyl-1-(2-methyl-5-phenylfuran-3-yl)butyl]amino}phenyl)carbonyl]amino}propanoate). As a reaction SMILES: [CH3:1][CH:2]([CH3:27])[CH2:3][CH:4]([NH:17][C:18]1[CH:26]=[CH:25][C:21]([C:22]([OH:24])=O)=[CH:20][CH:19]=1)[C:5]1[CH:9]=[C:8]([C:10]2[CH:15]=[CH:14][CH:13]=[CH:12][CH:11]=2)[O:7][C:6]=1[CH3:16].[CH3:28][NH:29][CH2:30][CH2:31][C:32]([O:34][CH2:35][CH3:36])=[O:33].Cl.C(N=C=NCCCN(C)C)C.O.OC1C2N=NNC=2C=CC=1>CN(C)C=O.C(OCC)(=O)C.C(N(CC)CC)C>[CH3:28][N:29]([C:22]([C:21]1[CH:20]=[CH:19][C:18]([NH:17][CH:4]([C:5]2[CH:9]=[C:8]([C:10]3[CH:11]=[CH:12][CH:13]=[CH:14][CH:15]=3)[O:7][C:6]=2[CH3:16])[CH2:3][CH:2]([CH3:1])[CH3:27])=[CH:26][CH:25]=1)=[O:24])[CH2:30][CH2:31][C:32]([O:34][CH2:35][CH3:36])=[O:33] |f:2.3,4.5|. Reported procedure: A solution of 4-{[3-methyl-1-(2-methyl-5-phenylfuran-3-yl)butyl]amino}benzoic acid (182 mg), ethyl 3-(methylamino)propanoate (79 mg), 1-ethyl-3-(3-dimethylaminopropyl)carbodiimide hydrochloride (115 mg), hydroxybenzotriazole monohydrate (92 mg) and triethylamine (84 μL) in N,N-dimethylformamide (10 mL) was stirred at room temperature for 4 hr. Ethyl acetate was added, the mixture was washed with saturated aqueous sodium hydrogen carbonate solution and water, and the organic layer was dried over ...